Dataset: the Open Reaction Database (ORD), a public repository of structured organic reaction records. Task: describe an organic reaction: reactants, conditions, products, and yield Reactants: C(C)(=O)C1=CC=C(C=C1)S(=O)(=O)Cl (4-acetylbenzenesulfonyl chloride), C(C)(=O)C1=CC=C(C=C1)S(=O)(=O)[O-].[Na+] (sodium 4-acetylbenzenesulfonate), N1CCCCC1 (piperidine). Conditions: time 16 hour. The product is C(C)(=O)C1=CC=C(C=C1)S(=O)(=O)N1CCCCC1 (1-(4-Acetylbenzenesulfonyl)piperidine). RXN SMILES: [C:1]([C:4]1[CH:9]=[CH:8][C:7]([S:10](Cl)(=[O:12])=[O:11])=[CH:6][CH:5]=1)(=[O:3])[CH3:2].C(C1C=CC(S([O-])(=O)=O)=CC=1)(=O)C.[Na+].[NH:28]1[CH2:33][CH2:32][CH2:31][CH2:30][CH2:29]1>>[C:1]([C:4]1[CH:9]=[CH:8][C:7]([S:10]([N:28]2[CH2:33][CH2:32][CH2:31][CH2:30][CH2:29]2)(=[O:12])=[O:11])=[CH:6][CH:5]=1)(=[O:3])[CH3:2] |f:1.2|. Reported procedure: The damp 4-acetylbenzenesulfonyl chloride from 100 g. of sodium 4-acetylbenzenesulfonate is added to a stirred solution of 500 ml. of 50% aqueous piperidine. The mixture is stirred at room temperature for 16 hours, cooled, and the precipitated 1-(4-acetylbenzenesulfonyl)piperidine removed by filtration, washed with water and dried; m.p. 113°-114° C. after crystallization from 2-propanol. Reactants: C(C)(=O)OCC (ethyl acetate), C([O-])([O-])=O.[K+].[K+] (Potassium carbonate), C(C)(=O)C1=C(C(=C(C=C1)O)I)O (4-acetyl-3-hydroxy-2-iodo-phenol), COC(C1=CC(=CC=C1)CC1=CC=C(C=C1)CI)=O (3-(4-iodomethyl-benzyl)-benzoic acid methyl ester). Run in CC(=O)C (acetone), ClCCl (dichloromethane). Conditions: temperature 50 celsius. The product is COC(C1=CC(=CC=C1)CC1=CC=C(C=C1)COC1=C(C(=C(C=C1)C(C)=O)O)I)=O (3-[4-(4-acetyl-3-hydroxy-2-iodo-phenoxymethyl)-benzyl]-benzoic Acid methyl ester). Isolated yield 61.0%. RXN SMILES: C(=O)([O-])[O-].[K+].[K+].[C:7]([C:10]1[CH:15]=[CH:14][C:13]([OH:16])=[C:12]([I:17])[C:11]=1[OH:18])(=[O:9])[CH3:8].[CH3:19][O:20][C:21](=[O:37])[C:22]1[CH:27]=[CH:26][CH:25]=[C:24]([CH2:28][C:29]2[CH:34]=[CH:33][C:32]([CH2:35]I)=[CH:31][CH:30]=2)[CH:23]=1.C(OCC)(=O)C>CC(C)=O.ClCCl>[CH3:19][O:20][C:21](=[O:37])[C:22]1[CH:27]=[CH:26][CH:25]=[C:24]([CH2:28][C:29]2[CH:30]=[CH:31][C:32]([CH2:35][O:16][C:13]3[CH:14]=[CH:15][C:10]([C:7](=[O:9])[CH3:8])=[C:11]([OH:18])[C:12]=3[I:17])=[CH:33][CH:34]=2)[CH:23]=1 |f:0.1.2|. Procedure details: Potassium carbonate (675 mg, 4.88 mmol) is added to a solution of 4-acetyl-3-hydroxy-2-iodo-phenol (925 mg, 3.33 mmol) and 3-(4-iodomethyl-benzyl)-benzoic acid methyl ester (1.21 g, 3.30 mmol) in acetone (65 mL). The resulting suspension is heated at 50° C. for 16 hours. The reaction mixture is cooled to room temperature and concentrated in vacuo. The residue is taken up in dichloromethane, washed with 1N hydrochloric acid, brine, dried over magnesium sulfate, filtered and concentrated to give a... The reactants are ClC1=CC=C(C=C1)C(C=1C(=NN(C1C(=O)O)C=1C(=NC(=NC1)OC)OC)C)NC1=CN(C(C(=C1)C)=O)C (4-((4-chlorophenyl)((1,5-dimethyl-6-oxo-1,6-dihydropyridin-3-yl)amino)methyl)-1-(2,4-dimethoxypyrimidin-5-yl)-3-methyl-1H-pyrazole-5-carboxylic acid). Solvent: CCOC(=O)C (EtOAc). Yields the product ClC1=CC=C(C=C1)C1N(C(C=2N(N=C(C21)C)C=2C(=NC(=NC2)OC)OC)=O)C2=CN(C(C(=C2)C)=O)C (4-(4-chlorophenyl)-1-(2,4-dimethoxypyrimidin-5-yl)-5-(1,5-dimethyl-6-oxo-1,6-dihydropyridin-3-yl)-3-methyl-4,5-dihydropyrrolo[3,4-c]pyrazol-6(1H)-one). RXN SMILES: [Cl:1][C:2]1[CH:7]=[CH:6][C:5]([CH:8]([NH:28][C:29]2[CH:34]=[C:33]([CH3:35])[C:32](=[O:36])[N:31]([CH3:37])[CH:30]=2)[C:9]2[C:10]([CH3:27])=[N:11][N:12]([C:17]3[C:18]([O:25][CH3:26])=[N:19][C:20]([O:23][CH3:24])=[N:21][CH:22]=3)[C:13]=2[C:14](O)=[O:15])=[CH:4][CH:3]=1>CCOC(C)=O>[Cl:1][C:2]1[CH:3]=[CH:4][C:5]([CH:8]2[C:9]3[C:10]([CH3:27])=[N:11][N:12]([C:17]4[C:18]([O:25][CH3:26])=[N:19][C:20]([O:23][CH3:24])=[N:21][CH:22]=4)[C:13]=3[C:14](=[O:15])[N:28]2[C:29]2[CH:34]=[C:33]([CH3:35])[C:32](=[O:36])[N:31]([CH3:37])[CH:30]=2)=[CH:6][CH:7]=1. Procedure: The title compound was prepared in analogy to the procedure described in Example 1 using 4-((4-chlorophenyl)((1,5-dimethyl-6-oxo-1,6-dihydropyridin-3-yl)amino)methyl)-1-(2,4-dimethoxypyrimidin-5-yl)-3-methyl-1H-pyrazole-5-carboxylic acid (Step 52.4). tR: 4.25 min (HPLC 1); tR: 0.98 min (LC-MS 2); ESI-MS: 507 [M+H]+ (LC-MS 2); Rf=0.11 (EtOAc); 1H NMR (400 MHz, DMSO-d6) δ ppm 1.89 (s, 3H) 1.99 (s, 3H) 3.33 (s, 3H) 3.93 (s, 3H) 3.96 (s, 3H) 6.17 (s, 1H) 7.27-7.32 (m, 2H) 7.34-7.41 (m, 3H) 7.69-7.71...